Task: describe an organic reaction: reactants, conditions, products, and yield. Dataset: the Open Reaction Database (ORD), a public repository of structured organic reaction records The solvent is ClCCl (dichloromethane), ClCCl (dichloromethane). As a reaction SMILES: [CH2:1]([NH:8][C@H:9]1[CH2:14][CH2:13][C@@H:12]([C:15]2[CH:20]=[CH:19][CH:18]=[CH:17][CH:16]=2)[CH2:11][CH2:10]1)[C:2]1[CH:7]=[CH:6][CH:5]=[CH:4][CH:3]=1.N1C=CC=CC=1.[CH:27]([C:30]1[CH:35]=[CH:34][CH:33]=[C:32]([CH:36]([CH3:38])[CH3:37])[C:31]=1[N:39]=[C:40]=[O:41])([CH3:29])[CH3:28].Cl>ClCCl>[CH:27]([C:30]1[CH:35]=[CH:34][CH:33]=[C:32]([CH:36]([CH3:37])[CH3:38])[C:31]=1[NH:39][C:40]([N:8]([CH2:1][C:2]1[CH:3]=[CH:4][CH:5]=[CH:6][CH:7]=1)[C@H:9]1[CH2:10][CH2:11][C@@H:12]([C:15]2[CH:20]=[CH:19][CH:18]=[CH:17][CH:16]=2)[CH2:13][CH2:14]1)=[O:41])([CH3:28])[CH3:29]. The product is C(C)(C)C1=C(C(=CC=C1)C(C)C)NC(=O)N([C@@H]1CC[C@@H](CC1)C1=CC=CC=C1)CC1=CC=CC=C1 (cis-N-(2,6-diisopropylphenyl)-N'-benzyl-N'-(4-phenylcyclohexyl)urea). Starting materials: C(C1=CC=CC=C1)N[C@@H]1CC[C@@H](CC1)C1=CC=CC=C1 (cis-N-benzyl-N-(4-phenylcyclohexyl)amine), N1=CC=CC=C1 (pyridine), Cl (hydrochloric acid), C(C)(C)C1=C(C(=CC=C1)C(C)C)N=C=O (2,6-diisopropylphenylisocyanate). Procedure: To a solution of 400 mg of cis-N-benzyl-N-(4-phenylcyclohexyl)amine in 20 ml of dichloromethane were added 2 ml of pyridine and then a solution of 310 mg of 2,6-diisopropylphenylisocyanate in 5 ml of dichloromethane dropwise. The mixture was stirred at room temperature, poured into diluted hydrochloric acid and extracted with ethyl acetate. The extract was washed with water, aqueous sodium hydrogencarbonate solution and saturated brine and then dried over magnesium sulfate. The solvent was disti... Yield: 65.1%.